From a dataset of the Open Reaction Database (ORD), a public repository of structured organic reaction records. describe an organic reaction: reactants, conditions, products, and yield As a reaction SMILES: [Cl:1][C:2]1[C:3](Cl)=[C:4]([Cl:12])[C:5](Cl)=[C:6]([N+:8]([O-])=O)[CH:7]=1.ClC1C([N+]([O-])=O)=C(Cl)C(Cl)=C(Cl)C=1Cl.C1(O)C=CC=CC=1.I.[H][H]>>[Cl:1][C:2]1[CH:7]=[C:6]([CH:5]=[C:4]([Cl:12])[CH:3]=1)[NH2:8]. The reagents and catalysts are ruthenium-on-charcoal. Isolated yield 92.0%. The product is ClC=1C=C(N)C=C(C1)Cl (3,5-dichloroaniline). Reactants: mixture, C1(=CC=CC=C1)O (phenol), I (hydroiodic acid), [H][H] (hydrogen), 20, ClC=1C(=C(C(=C(C1)[N+](=O)[O-])Cl)Cl)Cl (tetrachloronitrobenzene), ClC1=C(C(=C(C(=C1[N+](=O)[O-])Cl)Cl)Cl)Cl (pentachloronitrobenzene). Procedure details: 150 parts of a mixture of tetrachloronitrobenzene and pentachloronitrobenzene, the composition of which corresponds to that of the polychloroaniline mixture of Example 3, 200 parts of phenol and 10 parts of aqueous hydroiodic acid (57% strength) are reacted with hydrogen in the presence of 20 parts of ruthenium-on-charcoal catalyst (5% strength), starting at approximately 60° C. to a maximum of 165° C. under a pressure of 20 bars, at the beginning, to a maximum of 50 bars, during the course of 1... The reactants are CCO, Cl, NNC(=O)c1ccccc1, N, O, O=Cc1c(-c2ccccc2)nc2sc3c(n12)CCCC3. The product is O=C(NN=Cc1c(-c2ccccc2)nc2sc3c(n12)CCCC3)c1ccccc1. As a reaction SMILES: [CH2:31]([OH:32])[CH3:33].[ClH:34].[NH2:21][NH:22][C:23](=[O:24])[c:25]1[cH:26][cH:27][cH:28][cH:29][cH:30]1.[NH3:35].[OH2:36].[c:1]1(-[c:7]2[n:8][c:9]3[s:10][c:11]4[c:12]([n:13]3[c:14]2[CH:15]=[O:16])[CH2:17][CH2:18][CH2:19][CH2:20]4)[cH:2][cH:3][cH:4][cH:5][cH:6]1>>[c:1]1(-[c:7]2[n:8][c:9]3[s:10][c:11]4[c:12]([n:13]3[c:14]2[CH:15]=[N:21][NH:22][C:23](=[O:24])[c:25]2[cH:26][cH:27][cH:28][cH:29][cH:30]2)[CH2:17][CH2:18][CH2:19][CH2:20]4)[cH:2][cH:3][cH:4][cH:5][cH:6]1. The reactants are O=C([O-])[O-], CC#N, CC(C)I, [K+], [K+], Nc1c(O)c(Cl)cc(F)c1N1C(=O)C2C=CCCC2C1=O. Product: CC(C)Oc1c(Cl)cc(F)c(N2C(=O)C3C=CCCC3C2=O)c1N. RXN SMILES: [C:26](=[O:27])([O-:28])[O-:29].[CH3:32][C:33]#[N:34].[CH:22]([CH3:23])([CH3:24])[I:25].[K+:30].[K+:31].[NH2:1][c:2]1[c:3]([OH:21])[c:4]([Cl:20])[cH:5][c:6]([F:19])[c:7]1[N:8]1[C:9](=[O:18])[CH:10]2[CH:11]([C:12]1=[O:13])[CH2:14][CH2:15][CH:16]=[CH:17]2>>[NH2:1][c:2]1[c:3]([O:21][CH:22]([CH3:23])[CH3:24])[c:4]([Cl:20])[cH:5][c:6]([F:19])[c:7]1[N:8]1[C:9](=[O:18])[CH:10]2[CH:11]([C:12]1=[O:13])[CH2:14][CH2:15][CH:16]=[CH:17]2. Reactants: BrC=1SC=C(C1)COCCO (2-bromo-4-2-hydroxyethoxymethylthiophene), N1=CC=CC=C1 (pyridine), C(C)#N (acetonitrile), C(C(=C)C)(=O)Cl (methacryloyl chloride), O (water). Solvent: C(C)(=O)OCC (ethyl acetate). Product: C(C(=C)C)(=O)OCC(OC)C=1C=C(SC1)Br (2-bromo-4-thienyl-methoxyethyl methacrylate). As a reaction SMILES: [Br:1][C:2]1[S:3][CH:4]=[C:5]([CH2:7][O:8][CH2:9]CO)[CH:6]=1.N1C=CC=C[CH:13]=1.C(#N)C.[C:21](Cl)(=[O:25])[C:22]([CH3:24])=[CH2:23].[OH2:27]>C(OCC)(=O)C>[C:21]([O:25][CH2:13][CH:7]([C:5]1[CH:6]=[C:2]([Br:1])[S:3][CH:4]=1)[O:8][CH3:9])(=[O:27])[C:22]([CH3:24])=[CH2:23]. Reported procedure: While stirring a mixture of 0.1 mol of 2-bromo-4-2-hydroxyethoxymethylthiophene, 0.1 mol of pyridine, and 100 ml of acetonitrile at a temperature of lower than 10° C., 0.1 mol of methacryloyl chloride was added dropwise to the mixture over a period of 30 minutes. After stirring the mixture for one hour, 200 ml of ethyl acetate and 200 ml of water were added to the mixture. The ethyl acetate layer was extracted, concentrated, and purified by column chromatography to provide 22.1 g of 2-bromo-4-th... Procedure: Six grams of crude 3-(2-methoxyethyl)thiophene-2-sulfonyl chloride was dissolved in 25 mL of acetone and added dropwise with stirring at ambient temperature to 25 mL of concentrated aqueous ammonium hydroxide. The reaction mixture was allowed to stand overnight and the acetone removed by evaporation. The aqueous residue was extracted with three 100 mL portions of methylene chloride which were combined, dried over magnesium sulfate, filtered and evaporated to yield a residue which was a mixture o... The solvent is CC(=O)C (acetone). Yields the product COCCC1=C(SC=C1)S(=O)(=O)N (3-(2-Methoxyethyl)thiophene-2-sulfonamide). Conditions: time 8 hour. Starting materials: COCCC1=C(SC=C1)S(=O)(=O)Cl (3-(2-methoxyethyl)thiophene-2-sulfonyl chloride), [OH-].[NH4+] (ammonium hydroxide). Reaction SMILES: [CH3:1][O:2][CH2:3][CH2:4][C:5]1[CH:9]=[CH:8][S:7][C:6]=1[S:10](Cl)(=[O:12])=[O:11].[OH-].[NH4+:15]>CC(C)=O>[CH3:1][O:2][CH2:3][CH2:4][C:5]1[CH:9]=[CH:8][S:7][C:6]=1[S:10]([NH2:15])(=[O:12])=[O:11] |f:1.2|. Starting materials: C(C)(C)(C)OC(=O)N1N2C(N(C(C2(CCC1)CC1=CC=C(C=C1)Br)=O)C1=CC(=CC(=C1)Cl)Cl)=O (2-(tert-Butoxycarbonyl)-6-(4-bromobenzyl)-8-(3,5-dichlorphenyl)-1,2,8-triazabicyclo[4.3.0]nonane-7,9-dione). The solvent is C(=O)(C(F)(F)F)O.C(Cl)Cl (TFA CH2Cl2). Run at time 3 hour. Product: BrC1=CC=C(CC23CCCNN3C(N(C2=O)C2=CC(=CC(=C2)Cl)Cl)=O)C=C1 (6-(4-Bromobenzyl)-8-(3,5-dichlorophenyl)-1,2,8-triazabicyclo[4.3.0]nonane-7,9-dione). Isolated yield 84.0%. Reaction SMILES: C(OC([N:8]1[CH2:16][CH2:15][CH2:14][C:13]2([CH2:17][C:18]3[CH:23]=[CH:22][C:21]([Br:24])=[CH:20][CH:19]=3)[N:9]1[C:10](=[O:34])[N:11]([C:26]1[CH:31]=[C:30]([Cl:32])[CH:29]=[C:28]([Cl:33])[CH:27]=1)[C:12]2=[O:25])=O)(C)(C)C>C(O)(C(F)(F)F)=O.C(Cl)Cl>[Br:24][C:21]1[CH:22]=[CH:23][C:18]([CH2:17][C:13]23[C:12](=[O:25])[N:11]([C:26]4[CH:31]=[C:30]([Cl:32])[CH:29]=[C:28]([Cl:33])[CH:27]=4)[C:10](=[O:34])[N:9]2[NH:8][CH2:16][CH2:15][CH2:14]3)=[CH:19][CH:20]=1 |f:1.2|. Procedure: 2-(tert-Butoxycarbonyl)-6-(4-bromobenzyl)-8-(3,5-dichlorphenyl)-1,2,8-triazabicyclo[4.3.0]nonane-7,9-dione (260 mg) was dissolved in TFA/CH2Cl2 (50%, 5 mL) and stirred at room temperature for 3 hours. The reaction mixture was then concentrated in vacuo, redissolved in CH2Cl2 (5 mL) and DIEA (0.22 mL) was added. The mixture was stirred at room temperature for 30 minutes and was shaken with CH2Cl2/H2O. The organic layer was separated and the aqueous layer was extracted with CH2Cl2. The combined or... Procedure: 1.45 g zinc powder are suspended in 30 ml tetrahydrofuran and heated to reflux temperature. 4.4 g ethylbromodifluoroacetate are added at once and as soon as a vigorous reaction is initiated 2 g of N--BOC--L--leucinal dissolved in 5 ml tetrahydrofuran are added dropwise. After 30 minutes the reaction mixture is allowed to cool, then taken up in ethyl acetate and washed with 2N tartaric acid. The organic phase is dried over magnesium sulfate, evaporated to dryness and chromatographed over silicage... Yields the product C(C)OC(C([C@@H]([C@@H](NC(=O)OC(C)(C)C)CC(C)C)O)(F)F)=O (N--BOC--(4S,3R)-2,2-difluorostatine ethyl ester). The solvent is O1CCCC1 (tetrahydrofuran), C(C)(=O)OCC (ethyl acetate), O1CCCC1 (tetrahydrofuran). The reagents and catalysts are [Zn] (zinc). Reaction SMILES: [CH2:1]([O:3][C:4](=[O:9])[C:5](Br)([F:7])[F:6])[CH3:2].[C:10]([NH:17][C@H:18]([CH:23]=[O:24])[CH2:19][CH:20]([CH3:22])[CH3:21])([O:12][C:13]([CH3:16])([CH3:15])[CH3:14])=[O:11]>O1CCCC1.C(OCC)(=O)C.[Zn]>[CH2:1]([O:3][C:4](=[O:9])[C:5]([F:7])([F:6])[C@H:23]([OH:24])[C@H:18]([CH2:19][CH:20]([CH3:21])[CH3:22])[NH:17][C:10]([O:12][C:13]([CH3:14])([CH3:15])[CH3:16])=[O:11])[CH3:2]. The reactants are C(C)OC(C(F)(F)Br)=O (ethylbromodifluoroacetate), C(=O)(OC(C)(C)C)N[C@@H](CC(C)C)C=O (N--BOC--L--leucinal). Reaction conditions: time 30 minute.